From a dataset of the Open Reaction Database (ORD), a public repository of structured organic reaction records. describe an organic reaction: reactants, conditions, products, and yield Starting materials: C(C)N1C2=CC=CC=C2C=2C=C(C=CC12)C(C=1C(NC(N([C@H]2[C@H](O[Si](C)(C)C(C)(C)C)[C@H](O[Si](C)(C)C(C)(C)C)[C@@H](CO[Si](C)(C)C(C)(C)C)O2)C1)=O)=O)O (5-((9-Ethylcarbazol-3-yl)hydroxymethyl)-2',3',5'-tris-O-((1,1-dimethylethyl)dimethylsilyl)uridine). Reagents/catalysts: [Pd] (palladium on charcoal). Run in C(C)O (ethanol). The product is C(C)N1C2=CC=CC=C2C=2C=C(C=CC12)CC=1C(NC(N([C@H]2[C@H](O[Si](C)(C)C(C)(C)C)[C@H](O[Si](C)(C)C(C)(C)C)[C@@H](CO[Si](C)(C)C(C)(C)C)O2)C1)=O)=O (5-(9-ethylcarbazol-3-ylmethyl)-2',3',5'-tris-O-((1,1-dimethylethyl)dimethylsilyl)uridine). Reaction SMILES: [CH2:1]([N:3]1[C:15]2[CH:14]=[CH:13][C:12]([CH:16](O)[C:17]3[C:18](=[O:54])[NH:19][C:20](=[O:53])[N:21]([CH:52]=3)[C@@H:22]3[O:51][C@H:41]([CH2:42][O:43][Si:44]([C:47]([CH3:50])([CH3:49])[CH3:48])([CH3:46])[CH3:45])[C@@H:32]([O:33][Si:34]([C:37]([CH3:40])([CH3:39])[CH3:38])([CH3:36])[CH3:35])[C@H:23]3[O:24][Si:25]([C:28]([CH3:31])([CH3:30])[CH3:29])([CH3:27])[CH3:26])=[CH:11][C:10]=2[C:9]2[C:4]1=[CH:5][CH:6]=[CH:7][CH:8]=2)[CH3:2]>C(O)C.[Pd]>[CH2:1]([N:3]1[C:15]2[CH:14]=[CH:13][C:12]([CH2:16][C:17]3[C:18](=[O:54])[NH:19][C:20](=[O:53])[N:21]([CH:52]=3)[C@@H:22]3[O:51][C@H:41]([CH2:42][O:43][Si:44]([C:47]([CH3:50])([CH3:49])[CH3:48])([CH3:46])[CH3:45])[C@@H:32]([O:33][Si:34]([C:37]([CH3:38])([CH3:39])[CH3:40])([CH3:35])[CH3:36])[C@H:23]3[O:24][Si:25]([C:28]([CH3:31])([CH3:30])[CH3:29])([CH3:27])[CH3:26])=[CH:11][C:10]=2[C:9]2[C:4]1=[CH:5][CH:6]=[CH:7][CH:8]=2)[CH3:2]. Procedure: The product of step (i) (15.83 g) was subjected to hydrogenolysis at 2.5 atmospheres in ethanol (200 ml) using 10% palladium on charcoal (1 g) until reaction was complete by thin layer chromatographical analysis. The catalyst was filtered and the mother liquor collected. The solvent was removed under reduced pressure. The remaining residue was purified by flash silica-gel chromatography to afford 5-(9-ethylcarbazol-3-ylmethyl)-2',3',5'-tris-O-((1,1-dimethylethyl)dimethylsilyl)uridine as a yellow... The reactants are N1(C=NC=C1)C(=O)N1C[C@@H]([C@H](C1)C1=CC=CC=C1)CN(C(OC(C)(C)C)=O)[C@H](C)C1=CC=CC2=CC=CC=C12 (tert-butyl {[(3R,4S)-1-(1H-imidazol-1-ylcarbonyl)-4-phenylpyrrolidin-3-yl]methyl}[(1R)-1-(1-naphthyl)ethyl]carbamate), CI (methyl iodide). The solvent is C(C)#N (acetonitrile). Reaction conditions: time 8 hour. Yields the product [I-].C(C)(C)(C)OC(=O)N([C@H](C)C1=CC=CC2=CC=CC=C12)C[C@H]1CN(C[C@@H]1C1=CC=CC=C1)C(=O)N1C=[N+](C=C1)C (1-{[(3R,4S)-3-({(tert-butoxycarbonyl)[(1R)-1-(1-naphthyl)ethyl]amino}methyl)-4-phenylpyrrolidin-1-yl]carbonyl}-3-methyl-1H-imidazol-3-ium iodide). Reaction SMILES: [N:1]1([C:6]([N:8]2[CH2:12][C@H:11]([C:13]3[CH:18]=[CH:17][CH:16]=[CH:15][CH:14]=3)[C@@H:10]([CH2:19][N:20]([C@@H:28]([C:30]3[C:39]4[C:34](=[CH:35][CH:36]=[CH:37][CH:38]=4)[CH:33]=[CH:32][CH:31]=3)[CH3:29])[C:21](=[O:27])[O:22][C:23]([CH3:26])([CH3:25])[CH3:24])[CH2:9]2)=[O:7])[CH:5]=[CH:4][N:3]=[CH:2]1.[CH3:40][I:41]>C(#N)C>[I-:41].[C:23]([O:22][C:21]([N:20]([CH2:19][C@@H:10]1[C@@H:11]([C:13]2[CH:18]=[CH:17][CH:16]=[CH:15][CH:14]=2)[CH2:12][N:8]([C:6]([N:1]2[CH:5]=[CH:4][N+:3]([CH3:40])=[CH:2]2)=[O:7])[CH2:9]1)[C@@H:28]([C:30]1[C:39]2[C:34](=[CH:35][CH:36]=[CH:37][CH:38]=2)[CH:33]=[CH:32][CH:31]=1)[CH3:29])=[O:27])([CH3:25])([CH3:24])[CH3:26] |f:3.4|. Procedure details: A 40 ml acetonitrile solution of 1.234 g of tert-butyl {[(3R,4S)-1-(1H-imidazol-1-ylcarbonyl)-4-phenylpyrrolidin-3-yl]methyl}[(1R)-1-(1-naphthyl)ethyl]carbamate was mixed with 0.60 ml of methyl iodide and stirred overnight at room temperature. By evaporating the reaction solution under a reduced pressure, 1.966 g of 1-{[(3R,4S)-3-({(tert-butoxycarbonyl)[(1R)-1-(1-naphthyl)ethyl]amino}methyl)-4-phenylpyrrolidin-1-yl]carbonyl}-3-methyl-1H-imidazol-3-ium iodide was obtained as a pale yellow solid .... The reactants are C(C)N1C=C(C(C2=CC(=C(C(=C12)F)F)F)=O)C(=O)O (1-ethyl-1,4-dihydro-4-oxo-6,7,8-trifluoro-3-quinolinecarboxylic acid), C(C)NCC1CNCC1 (N-ethyl-3-pyrrolidinemethanamine), N12CCCCCC2=NCCC1 (1,8-diazabicyclo[5.4.0]undec-7-ene). The solvent is C(C)#N (acetonitrile). Run at time 8 hour. Product: C(C)N1C=C(C(C2=CC(=C(C(=C12)F)N1CC(CC1)CNCC)F)=O)C(=O)O (1-ethyl-7-[3-[(ethylamino)methyl]-1-pyrrolidinyl]-6,8-difluoro-1,4-dihydro-4-oxo-3-quinolinecarboxylic acid). Isolated yield 83.6%. As a reaction SMILES: [CH2:1]([N:3]1[C:12]2[C:7](=[CH:8][C:9]([F:15])=[C:10](F)[C:11]=2[F:13])[C:6](=[O:16])[C:5]([C:17]([OH:19])=[O:18])=[CH:4]1)[CH3:2].[CH2:20]([NH:22][CH2:23][CH:24]1[CH2:28][CH2:27][NH:26][CH2:25]1)[CH3:21].N12CCCN=C1CCCCC2>C(#N)C>[CH2:1]([N:3]1[C:12]2[C:7](=[CH:8][C:9]([F:15])=[C:10]([N:26]3[CH2:27][CH2:28][CH:24]([CH2:23][NH:22][CH2:20][CH3:21])[CH2:25]3)[C:11]=2[F:13])[C:6](=[O:16])[C:5]([C:17]([OH:19])=[O:18])=[CH:4]1)[CH3:2]. Procedure: A mixture of 22.50 g (83.03 mmole) 1-ethyl-1,4-dihydro-4-oxo-6,7,8-trifluoro-3-quinolinecarboxylic acid, 225 ml acetonitrile, 11.25 g (87.08 mmole) N-ethyl-3-pyrrolidinemethanamine and 12.6 g (83.03 mmole) 1,8-diazabicyclo[5.4.0]undec-7-ene was refluxed 1 hour then was stirred at room temperature overnight. The solid was filtered and washed with ether to give 26.33 g of 1-ethyl-7-[3-[(ethylamino)methyl]-1-pyrrolidinyl]-6,8-difluoro-1,4-dihydro-4-oxo-3-quinolinecarboxylic acid, mp 208°-210° C. The reactants are S1C=2N(N=C1NCCC)C=CN2 (imidazo[2,1-b][1,3,4]thiadiazol-2-yl-propyl-amine), IN1C(CCC1=O)=O (N-iodosuccinimide). Solvent: C(C)#N (acetonitrile). Run at time 4 hour. The product is IC1=CN=C2SC(=NN21)NCCC ((5-Iodo-imidazo[2,1-b][1,3,4]thiadiazol-2-yl)-propyl-amine). Yield: 36.6%. As a reaction SMILES: [S:1]1[C:5]([NH:6][CH2:7][CH2:8][CH3:9])=[N:4][N:3]2[CH:10]=[CH:11][N:12]=[C:2]12.[I:13]N1C(=O)CCC1=O>C(#N)C>[I:13][C:10]1[N:3]2[C:2]([S:1][C:5]([NH:6][CH2:7][CH2:8][CH3:9])=[N:4]2)=[N:12][CH:11]=1. Procedure details: 663 mg of imidazo[2,1-b][1,3,4]thiadiazol-2-yl-propyl-amine were dissolved in 20 ml of acetonitrile. 822 mg of N-iodosuccinimide were added to the solution. The reaction mixture was stirred for 4 h at room temperature. For work-up, the mixture was cooled on ice and filtrated. 410 mg of the desired product were obtained.